This data is from the Open Reaction Database (ORD), a public repository of structured organic reaction records. The task is: describe an organic reaction: reactants, conditions, products, and yield Starting materials: C1=CC=CC=C1 (benzene), C1(=CC=CC=C1)C(=C1CCNCC1)C1=CC=CC=C1 (4-(diphenylmethylene)-piperidine), ClCCOCCOCC(=O)N (2-[2-(2-chloroethoxy)ethoxy]-acetamide), C([O-])([O-])=O.[Na+].[Na+] (sodium carbonate). Solvent: C=1(C(=CC=CC1)C)C (xylene). Conditions: temperature 110 celsius. Product: C1(=CC=CC=C1)C(=C1CCN(CC1)CCOCCOCC(=O)N)C1=CC=CC=C1 (2-[2-[2-[4-(diphenylmethylene)-1-piperidinyl]ethoxy]ethoxy]-acetamide). Yield: 77.0%. RXN SMILES: [C:1]1([C:7]([C:14]2[CH:19]=[CH:18][CH:17]=[CH:16][CH:15]=2)=[C:8]2[CH2:13][CH2:12][NH:11][CH2:10][CH2:9]2)[CH:6]=[CH:5][CH:4]=[CH:3][CH:2]=1.Cl[CH2:21][CH2:22][O:23][CH2:24][CH2:25][O:26][CH2:27][C:28]([NH2:30])=[O:29].C(=O)([O-])[O-].[Na+].[Na+].C1C=CC=CC=1>C1(C)C(C)=CC=CC=1>[C:1]1([C:7]([C:14]2[CH:19]=[CH:18][CH:17]=[CH:16][CH:15]=2)=[C:8]2[CH2:9][CH2:10][N:11]([CH2:21][CH2:22][O:23][CH2:24][CH2:25][O:26][CH2:27][C:28]([NH2:30])=[O:29])[CH2:12][CH2:13]2)[CH:2]=[CH:3][CH:4]=[CH:5][CH:6]=1 |f:2.3.4|. Procedure: A mixture of 29.9 g of 4-(diphenylmethylene)-piperidine, 36.3 g of 2-[2-(2-chloroethoxy)ethoxy]-acetamide and 18 g of sodium carbonate in 80 ml of xylene is heated for 20 hours at a temperature of from 90°to 110° C. Thereafter, 80 ml of benzene are added thereto. The precipitate obtained is filtered off and the organic phase is extracted with a dilute solution of hydrochloric acid (20 ml of concentrated hydrochloride acid and 80 ml of water). After the addition of 30 ml of a concentrated solutio...